This data is from the Open Reaction Database (ORD), a public repository of structured organic reaction records. The task is: describe an organic reaction: reactants, conditions, products, and yield Reactants: ClC1=CC=C(C=C1)C(C(=O)O)C1=CC=C(C=C1)Cl (2,2-bis-(4-chloro-phenyl)-acetic acid), N (NH3). Run in O=S(Cl)Cl (SOCl2). Reaction conditions: time 1 hour. Yields the product ClC1=CC=C(C=C1)C(C(=O)N)C1=CC=C(C=C1)Cl (2,2-Bis-(4-chloro-phenyl)-acetamide). Yield: 99.2%. As a reaction SMILES: [Cl:1][C:2]1[CH:7]=[CH:6][C:5]([CH:8]([C:12]2[CH:17]=[CH:16][C:15]([Cl:18])=[CH:14][CH:13]=2)[C:9](O)=[O:10])=[CH:4][CH:3]=1.[NH3:19]>O=S(Cl)Cl>[Cl:1][C:2]1[CH:7]=[CH:6][C:5]([CH:8]([C:12]2[CH:17]=[CH:16][C:15]([Cl:18])=[CH:14][CH:13]=2)[C:9]([NH2:19])=[O:10])=[CH:4][CH:3]=1. Procedure: A suspension of 2,2-bis-(4-chloro-phenyl)-acetic acid (0.50 g, 1.8 mmol) in SOCl2 (5 mL) was heated at reflux for 1 h. The mixture was concentrated, and the residue was azeotroped with toluene (3×). The crude acid chloride was stirred in DCM (10 mL) at rt and treated with NH3 (0.5 M in dioxane, 14 mL, 7.5 mmol). After 1 h, the reaction mixture was concentrated, and the residue was diluted with satd. aq. NaHCO3 and extracted with DCM (3×). The combined organics were dried (Na2SO4) and concentrate... The reactants are O=C([O-])[O-], CS(C)=O, Oc1cnc(C2CC2)c(Cl)c1, CC(C)(C)OC(=O)c1cc(Cl)c(F)cc1F, [K+], [K+], O. The product is CC(C)(C)OC(=O)c1cc(Cl)c(Oc2cnc(C3CC3)c(Cl)c2)cc1F. RXN SMILES: [C:28](=[O:29])([O-:30])[O-:31].[CH3:35][S:36]([CH3:37])=[O:38].[Cl:17][c:18]1[cH:19][c:20]([OH:27])[cH:21][n:22][c:23]1[CH:24]1[CH2:25][CH2:26]1.[Cl:1][c:2]1[c:3]([F:16])[cH:4][c:5]([F:15])[c:6]([C:7](=[O:8])[O:9][C:10]([CH3:11])([CH3:12])[CH3:13])[cH:14]1.[K+:32].[K+:33].[OH2:34]>>[Cl:1][c:2]1[c:3]([O:27][c:20]2[cH:19][c:18]([Cl:17])[c:23]([CH:24]3[CH2:25][CH2:26]3)[n:22][cH:21]2)[cH:4][c:5]([F:15])[c:6]([C:7](=[O:8])[O:9][C:10]([CH3:11])([CH3:12])[CH3:13])[cH:14]1.